Dataset: the Open Reaction Database (ORD), a public repository of structured organic reaction records. Task: describe an organic reaction: reactants, conditions, products, and yield The reactants are [Br-].ClC1=C(C=C(C=C1)C(C)(C)C1=CN=C(N1C1=CC=C(C=C1)F)SCC1=C(C=C(C=C1F)S(=O)(=O)N([C@@H](C(=O)OC)C)CCC[N+]12CCN(CC1)CC2)F)OC ((R)-1-(3-(4-((5-(2-(4-chloro-3-methoxyphenyl)propan-2-yl)-1-(4-fluorophenyl)-1H-imidazol-2-ylthio)methyl)-3,5-difluoro-N-(1-methoxy-1-oxopropan-2-yl)phenylsulfonamido)propyl)-4-aza-1-azoniabicyclo[2.2.2]octane bromide), [Li+].[OH-] (LiOH). The solvent is CC#N (MeCN). Run at time 1.5 hour. The product is [Cl-].C(=O)(O)[C@@H](C)N(S(=O)(=O)C1=CC(=C(C(=C1)F)CSC=1N(C(=CN1)C(C)(C)C1=CC(=C(C=C1)Cl)OC)C1=CC=C(C=C1)F)F)CCC[N+]12CCN(CC1)CC2 ((R)-1-(3-(N-(1-carboxyethyl)-4-((5-(2-(4-chloro-3-methoxyphenyl)propan-2-yl)-1-(4-fluorophenyl)-1H-Imidazol-2-ylthio)methyl)-3,5-difluorophenylsulfonamido)propyl)-4-aza-1-azoniabicyclo[2.2.2]octane chloride). The yield is 0.1%. Reaction SMILES: [Br-].[Cl:2][C:3]1[CH:8]=[CH:7][C:6]([C:9]([C:12]2[N:16]([C:17]3[CH:22]=[CH:21][C:20]([F:23])=[CH:19][CH:18]=3)[C:15]([S:24][CH2:25][C:26]3[C:31]([F:32])=[CH:30][C:29]([S:33]([N:36]([CH2:43][CH2:44][CH2:45][N+:46]45[CH2:53][CH2:52][N:49]([CH2:50][CH2:51]4)[CH2:48][CH2:47]5)[C@H:37]([CH3:42])[C:38]([O:40]C)=[O:39])(=[O:35])=[O:34])=[CH:28][C:27]=3[F:54])=[N:14][CH:13]=2)([CH3:11])[CH3:10])=[CH:5][C:4]=1[O:55][CH3:56].[Li+].[OH-]>CC#N>[Cl-:2].[C:38]([C@H:37]([N:36]([CH2:43][CH2:44][CH2:45][N+:46]12[CH2:47][CH2:48][N:49]([CH2:50][CH2:51]1)[CH2:52][CH2:53]2)[S:33]([C:29]1[CH:28]=[C:27]([F:54])[C:26]([CH2:25][S:24][C:15]2[N:16]([C:17]3[CH:18]=[CH:19][C:20]([F:23])=[CH:21][CH:22]=3)[C:12]([C:9]([C:6]3[CH:7]=[CH:8][C:3]([Cl:2])=[C:4]([O:55][CH3:56])[CH:5]=3)([CH3:10])[CH3:11])=[CH:13][N:14]=2)=[C:31]([F:32])[CH:30]=1)(=[O:34])=[O:35])[CH3:42])([OH:40])=[O:39] |f:0.1,2.3,5.6|. Procedure: To a solution of (R)-1-(3-(4-((5-(2-(4-chloro-3-methoxyphenyl)propan-2-yl)-1-(4-fluorophenyl)-1H-imidazol-2-ylthio)methyl)-3,5-difluoro-N-(1-methoxy-1-oxopropan-2-yl)phenylsulfonamido)propyl)-4-aza-1-azoniabicyclo[2.2.2]octane bromide (118 mg, 0.14 mol) in MeCN (2 mL) was added 1N LiOH (0.3 mL). After stirring 1.5 h, the volatiles were removed under educed pressure. The resulting aqueous layer was acidified to pH 0 with 1N HCl and washed with EtOAc (2×10 mL). After extractions, the aqueous layer... Starting materials: CCN=C=NCCCN(C)C, NCCC1CCCC1, Cl, Cc1ccc(C(=O)O)cc1I, CN(C)C=O. Yields the product Cc1ccc(C(=O)NCCC2CCCC2)cc1I. As a reaction SMILES: [CH3:13][N:14]([CH3:15])[CH2:16][CH2:17][CH2:18][N:19]=[C:20]=[N:21][CH2:22][CH3:23].[CH:24]1([CH2:29][CH2:30][NH2:31])[CH2:25][CH2:26][CH2:27][CH2:28]1.[ClH:12].[I:1][c:2]1[cH:3][c:4]([C:5](=[O:6])[OH:7])[cH:8][cH:9][c:10]1[CH3:11].[O:32]=[CH:33][N:34]([CH3:35])[CH3:36]>>[I:1][c:2]1[cH:3][c:4]([C:5](=[O:7])[NH:31][CH2:30][CH2:29][CH:24]2[CH2:25][CH2:26][CH2:27][CH2:28]2)[cH:8][cH:9][c:10]1[CH3:11]. Starting materials: Cc1ccccc1, CC(C)C(O)c1ccc(Cl)cc1C(F)(F)F, O, O, Cc1ccc(S(=O)(=O)O)cc1. Product: CC(C)=Cc1ccc(Cl)cc1C(F)(F)F. RXN SMILES: [CH3:30][c:31]1[cH:32][cH:33][cH:34][cH:35][cH:36]1.[Cl:1][c:2]1[cH:3][c:4]([C:13]([F:14])([F:15])[F:16])[c:5]([CH:8]([CH:9]([CH3:10])[CH3:11])[OH:12])[cH:6][cH:7]1.[OH2:17].[OH2:29].[c:18]1([CH3:19])[cH:20][cH:21][c:22]([S:23]([OH:24])(=[O:25])=[O:26])[cH:27][cH:28]1>>[Cl:1][c:2]1[cH:3][c:4]([C:13]([F:14])([F:15])[F:16])[c:5]([CH:8]=[C:9]([CH3:10])[CH3:11])[cH:6][cH:7]1. The reactants are COC=1C=C(C=C(C1OC)OC)N=C=O (3,4,5-trimethoxyphenylisocyanate), ClC1=C(C=CC=C1)N1CCN(CC1)CCCO (3-[4-(2-chloro-phenyl) -1-piperazinyl]propanol). Run in C1(=CC=CC=C1)C (toluene). Product: Cl.ClC1=C(C=CC=C1)N1CCN(CC1)CCCOC(NC1=CC(=C(C(=C1)OC)OC)OC)=O (4-(2-Chlorophenyl)-1-[3-(3,4,5-trimethoxyphenylcarbamoyloxy)propyl]piperazine, hydrochloride). Yield: 40.0%. As a reaction SMILES: [CH3:1][O:2][C:3]1[CH:4]=[C:5]([N:13]=[C:14]=[O:15])[CH:6]=[C:7]([O:11][CH3:12])[C:8]=1[O:9][CH3:10].[Cl:16][C:17]1[CH:22]=[CH:21][CH:20]=[CH:19][C:18]=1[N:23]1[CH2:28][CH2:27][N:26]([CH2:29][CH2:30][CH2:31][OH:32])[CH2:25][CH2:24]1>C1(C)C=CC=CC=1>[ClH:16].[Cl:16][C:17]1[CH:22]=[CH:21][CH:20]=[CH:19][C:18]=1[N:23]1[CH2:24][CH2:25][N:26]([CH2:29][CH2:30][CH2:31][O:32][C:14](=[O:15])[NH:13][C:5]2[CH:6]=[C:7]([O:11][CH3:12])[C:8]([O:9][CH3:10])=[C:3]([O:2][CH3:1])[CH:4]=2)[CH2:27][CH2:28]1 |f:3.4|. Reported procedure: A mixture of 3,4,5-trimethoxyphenylisocyanate (420 mg; 2.0 mmol) (produced as in Example 1) and 3-[4-(2-chloro-phenyl) -1-piperazinyl]propanol (500 mg; 20 mmol) in toluene (25 ml) was refluxed for 16 h. The solvent was evaporated and the residue taken up in ethanol, which was treated with hydrogen chloride in ether. Recrystallization from ethanol/ether afforded 400 mg of the title compound. M.p. 185°-187° C. MS (70 eV): m/z 463 (6%, M+), 254 (30), 209 (100), 194 (52), 166 (34), 70 (58). Starting materials: NC1=NC=CC(=N1)C1=C(N=C2N1C=CC(=C2)C2CCN(CC2)C(=O)OCC2=CC=CC=C2)C2=CC=C(C=C2)F (Benzyl 4-[3-(2-aminopyrimidin-4-yl)-2-(4-fluorophenyl)imidazo[1,2-a]pyridin-7-yl]piperidine-1-carboxylate), [Si](C)(C)(C)I (TMSI). Solvent: CC#N (CH3CN). Run at time 2 hour. The product is FC1=CC=C(C=C1)C=1N=C2N(C=CC(=C2)C2CCNCC2)C1C1=NC(=NC=C1)N (4[2-(4-Fluorophenyl)-7-(piperidin-4-yl)imidazo[1,2-a]pyridin-3-yl]pyrimidin-2-amine). As a reaction SMILES: [NH2:1][C:2]1[N:7]=[C:6]([C:8]2[N:12]3[CH:13]=[CH:14][C:15]([CH:17]4[CH2:22][CH2:21][N:20](C(OCC5C=CC=CC=5)=O)[CH2:19][CH2:18]4)=[CH:16][C:11]3=[N:10][C:9]=2[C:33]2[CH:38]=[CH:37][C:36]([F:39])=[CH:35][CH:34]=2)[CH:5]=[CH:4][N:3]=1.[Si](I)(C)(C)C>CC#N>[F:39][C:36]1[CH:35]=[CH:34][C:33]([C:9]2[N:10]=[C:11]3[CH:16]=[C:15]([CH:17]4[CH2:22][CH2:21][NH:20][CH2:19][CH2:18]4)[CH:14]=[CH:13][N:12]3[C:8]=2[C:6]2[CH:5]=[CH:4][N:3]=[C:2]([NH2:1])[N:7]=2)=[CH:38][CH:37]=1. Procedure details: Benzyl carbonate 37 (190 mg, 0.36 mmol) was slurried in CH3CN (5 mL) in a 28 mL Pyrex Plus tube. TMSI (720 mg, 3.6 mmol) was then added, and the reaction was allowed to stir at room temperature for 2 hours. The reaction was then concentrated under reduced pressure. The crude product was then dissolved in 10 mL CH2Cl2, plus a few drops of methanol, then loaded onto a 40 g Isco RediSep normal phase silica cartridge, and purified on an Isco OptiX10 CombiFlash instrument using a gradient that starte... Starting materials: CN(C(=N)N[N+](=O)[O-])N=O (methyl-3-nitro-1-nitrosoguanidine), [OH-].[K+] (KOH), C(C)OCC (diethyl ether), C=C1CCN(CC1)C1=CC=C(C(=O)OCC)C=C1 (ethyl 4-(4-methylenepiperidin-1-yl)benzoate). The reagents and catalysts are CC(=O)[O-].CC(=O)[O-].[Pd+2] (Pd(OAc)2). Run in C1CCOC1 (THF). Run at time 10 minute. The product is C1CC12CCN(CC2)C2=CC=C(C(=O)OCC)C=C2 (ethyl 4-(6-azaspiro(2.5)oct-6-yl)benzoate). As a reaction SMILES: [CH3:1]N(N=O)C(N[N+]([O-])=O)=N.[OH-].[K+].C(OCC)C.[CH2:18]=[C:19]1[CH2:24][CH2:23][N:22]([C:25]2[CH:35]=[CH:34][C:28]([C:29]([O:31][CH2:32][CH3:33])=[O:30])=[CH:27][CH:26]=2)[CH2:21][CH2:20]1>C1COCC1.CC([O-])=O.CC([O-])=O.[Pd+2]>[CH2:1]1[C:19]2([CH2:24][CH2:23][N:22]([C:25]3[CH:35]=[CH:34][C:28]([C:29]([O:31][CH2:32][CH3:33])=[O:30])=[CH:27][CH:26]=3)[CH2:21][CH2:20]2)[CH2:18]1 |f:1.2,6.7.8|. Procedure: A mixture of methyl-3-nitro-1-nitrosoguanidine (1.18 g, 8.1 mmol), 40% KOH (3.4 mL), and diethyl ether (12 mL) at 0° C. was stirred for 10 minutes. The organic phase was added slowly to a −25° C. solution of Example 158C and Pd(OAc)2 (18 mg, 0.11 mmol) in THF (8.8 mL). The mixture was stirred for 1 hour at −20° C. and concentrated. The concentrate was purified by flash column chromatography on silica gel with 9:1 hexanes/ethyl acetate to provide the desired product. MS (DCI) m/e 260 (M+H)+. The reactants are ClC1=CC(=C(OC2=NC(=CC(=C2[N+](=O)[O-])NC(CC)CC)C)C(=C1)C)C ([2-(4-chloro-2,6-dimethyl-phenoxy)-6-methyl-3-nitro-pyridin-4-yl]-(1-ethyl-propyl)-amine), CC(=O)O (AcOH). Reagents/catalysts: [Fe] (Fe), [Fe] (iron). Solvent: O (H2O). Product: ClC1=CC(=C(OC2=NC(=CC(=C2N)NC(CC)CC)C)C(=C1)C)C (2-(4-Chloro-2,6-dimethyl-phenoxy)-N4-(1-ethyl-propyl)-6-methyl-pyridine-3,4-diamine). RXN SMILES: [Cl:1][C:2]1[CH:24]=[C:23]([CH3:25])[C:5]([O:6][C:7]2[C:12]([N+:13]([O-])=O)=[C:11]([NH:16][CH:17]([CH2:20][CH3:21])[CH2:18][CH3:19])[CH:10]=[C:9]([CH3:22])[N:8]=2)=[C:4]([CH3:26])[CH:3]=1.CC(O)=O>[Fe].O>[Cl:1][C:2]1[CH:24]=[C:23]([CH3:25])[C:5]([O:6][C:7]2[C:12]([NH2:13])=[C:11]([NH:16][CH:17]([CH2:20][CH3:21])[CH2:18][CH3:19])[CH:10]=[C:9]([CH3:22])[N:8]=2)=[C:4]([CH3:26])[CH:3]=1. Procedure details: A mixture of [2-(4-chloro-2,6-dimethyl-phenoxy)-6-methyl-3-nitro-pyridin-4-yl]-(1-ethyl-propyl)-amine (810 mg, 2.14 mmol) and iron (Fe) (594 mg, 10.72 mmol) in 96 ml of 1:1 of AcOH:H2O was heated at reflux for 2 hours. Additional Fe (600 mg) was added. The mixture was heated for an additional 1.5 hours. The reaction mixture was concentrated to dryness. The residue was quenched with water, basified to pH 9.0 and filtered through celite. The filtrate was extracted with ethyl acetate. The organic l...